From a dataset of the Open Reaction Database (ORD), a public repository of structured organic reaction records. describe an organic reaction: reactants, conditions, products, and yield The reactants are O=C1N(C2=CC=CC=C2C12C1=C(OC2)C=C2OCCC2=C1)CC=1C=C(OCC(=O)O)C=CC1 ({3-[(2′-oxo-5,6-dihydrospiro[benzo[1,2-b:5,4-b′]difuran-3,3′-indol]-1′(2′H)-yl)methyl]phenoxy}acetic acid), C(C(=O)Cl)(=O)Cl (oxalyl chloride). Reagents/catalysts: CN(C=O)C (N,N-dimethylformamide). Run in C(Cl)(Cl)Cl (chloroform). Reaction conditions: time 2 hour. Yields the product O=C1N(C2=CC=CC=C2C12C1=C(OC2)C=C2OCCC2=C1)CC=1C=C(OCC(=O)Cl)C=CC1 ({3-[(2′-oxo-5,6-dihydrospiro[benzo[1,2-b:5,4-b′]difuran-3,3′-indol]-1′(2′H)-yl)methyl]phenoxy}acetyl chloride). Reaction SMILES: [O:1]=[C:2]1[C:10]2([CH2:14][O:13][C:12]3[CH:15]=[C:16]4[C:20](=[CH:21][C:11]2=3)[CH2:19][CH2:18][O:17]4)[C:9]2[C:4](=[CH:5][CH:6]=[CH:7][CH:8]=2)[N:3]1[CH2:22][C:23]1[CH:24]=[C:25]([CH:31]=[CH:32][CH:33]=1)[O:26][CH2:27][C:28](O)=[O:29].C(Cl)(=O)C([Cl:37])=O>C(Cl)(Cl)Cl.CN(C)C=O>[O:1]=[C:2]1[C:10]2([CH2:14][O:13][C:12]3[CH:15]=[C:16]4[C:20](=[CH:21][C:11]2=3)[CH2:19][CH2:18][O:17]4)[C:9]2[C:4](=[CH:5][CH:6]=[CH:7][CH:8]=2)[N:3]1[CH2:22][C:23]1[CH:24]=[C:25]([CH:31]=[CH:32][CH:33]=1)[O:26][CH2:27][C:28]([Cl:37])=[O:29]. Procedure: To a stirred solution of {3-[(2′-oxo-5,6-dihydrospiro[benzo[1,2-b:5,4-b′]difuran-3,3′-indol]-1′(2′H)-yl)methyl]phenoxy}acetic acid (0.22 g, 0.5 mmol) in dry chloroform (5 mL) was added at ambient temperature oxalyl chloride (0.43 mL, 5.0 mmol) followed by 1 drop of N,N-dimethylformamide. The mixture was stirred at ambient temperature for 2 h and evaporated to dryness in vacuo to afford crude {3-[(2′-oxo-5,6-dihydrospiro[benzo[1,2-b:5,4-b′]difuran-3,3′-indol]-1′(2′H)-yl)methyl]phenoxy}acetyl chlo... The reactants are C(C)(C)C1=C(C(=CC=C1)C(C)C)N=C=O (2,6-diisopropylphenyl isocyanate), CC=1C=C(C=CC1)C(CN)CCCC (2-(3-methylphenyl)hexylamine). Run in CCCCCC (hexane), CCCCCC (n-hexane). Run at time 8 hour. The product is CC=1C=C(C=CC1)C(CNC(=O)NC1=C(C=CC=C1C(C)C)C(C)C)CCCC (1-(2-(3-methylphenyl)hexyl)-3-(2,6-diisopropylphenyl)urea). Yield: 50.0%. Reaction SMILES: [CH3:1][C:2]1[CH:3]=[C:4]([CH:8]([CH2:11][CH2:12][CH2:13][CH3:14])[CH2:9][NH2:10])[CH:5]=[CH:6][CH:7]=1.[CH:15]([C:18]1[CH:23]=[CH:22][CH:21]=[C:20]([CH:24]([CH3:26])[CH3:25])[C:19]=1[N:27]=[C:28]=[O:29])([CH3:17])[CH3:16]>CCCCCC>[CH3:1][C:2]1[CH:3]=[C:4]([CH:8]([CH2:11][CH2:12][CH2:13][CH3:14])[CH2:9][NH:10][C:28]([NH:27][C:19]2[C:18]([CH:15]([CH3:16])[CH3:17])=[CH:23][CH:22]=[CH:21][C:20]=2[CH:24]([CH3:26])[CH3:25])=[O:29])[CH:5]=[CH:6][CH:7]=1. Procedure: To 20 ml of n-hexane was added 1.81 g (9.5 mmol) of 2-(3-methylphenyl)hexylamine. An 18 ml of 0.52M hexane solution of 2,6-diisopropylphenyl isocyanate was added dropwise to the mixture under ice cooling. The resulting mixture was stirred overnight and the precipitated crystals were collected by filtration to give 1.87 g (50% yield) of 1-(2-(3-methylphenyl)hexyl)-3-(2,6-diisopropylphenyl)urea.